From a dataset of the Open Reaction Database (ORD), a public repository of structured organic reaction records. describe an organic reaction: reactants, conditions, products, and yield Reactants: C1CO1 (ethylene oxide), [Cl-].[NH4+] (ammonium chloride), ClC1=CC=C(C=C1)C#C (1-chloro-4-ethynylbenzene), C(CCC)[Li] (butyl lithium). Run in C1CCOC1 (THF), C1CCOC1 (THF). Reaction conditions: temperature -78 celsius, time 2 hour. Yields the product ClC1=CC=C(C=C1)C#CCCO (4-(4-Chlorophenyl)-3-butyn-1-ol). As a reaction SMILES: [Cl:1][C:2]1[CH:7]=[CH:6][C:5]([C:8]#[CH:9])=[CH:4][CH:3]=1.C([Li])CCC.[CH2:15]1[O:17][CH2:16]1.[Cl-].[NH4+]>C1COCC1>[Cl:1][C:2]1[CH:7]=[CH:6][C:5]([C:8]#[C:9][CH2:15][CH2:16][OH:17])=[CH:4][CH:3]=1 |f:3.4|. Procedure: Dissolve 14.2 g (0.104 mole) of 1-chloro-4-ethynylbenzene in 35 ml dry THF and cool to -78° C. Add 49 ml butyl lithium to cold reaction mixture and allow to warm to room temperature for 2 hours. After 2 hours, cool to -78° C. and then add 5.8 ml (0.114 mole) ethylene oxide in 20 ml THF. Allow to warm to room temperature. Monitor progress of reaction with thin-layer chromatography on silica gel (methylene chloride). After 18 hours, add 150 ml saturated aqueous ammonium chloride solution and extra... The reactants are [Al+3], CCOC(=O)CC1(C)CCc2c(C)cc(C)c(C)c2O1, [H-], [H-], [H-], [H-], [Li+], C1CCOC1, O. Product: Cc1cc(C)c2c(c1C)OC(C)(CCO)CC2. Reaction SMILES: [Al+3:22].[CH3:1][C:2]1([CH2:15][C:16](=[O:17])[O:18][CH2:19][CH3:20])[O:3][c:4]2[c:5]([CH3:14])[c:6]([CH3:13])[cH:7][c:8]([CH3:12])[c:9]2[CH2:10][CH2:11]1.[H-:21].[H-:24].[H-:25].[H-:26].[Li+:23].[O:28]1[CH2:29][CH2:30][CH2:31][CH2:32]1.[OH2:27]>>[CH3:1][C:2]1([CH2:15][CH2:16][OH:17])[O:3][c:4]2[c:5]([CH3:14])[c:6]([CH3:13])[cH:7][c:8]([CH3:12])[c:9]2[CH2:10][CH2:11]1. Starting materials: CC(CCC=1C(CCCC1OCC(C)C)=O)C (2-(3-Methylbutyl)-3-(2-methylpropyloxy)-2-cyclohexenone), C(C)[Li] (ethyl lithium). Solvent: CCOCC (ether). Reaction conditions: temperature 0 celsius, time 2 hour. Yields the product C(C)C1=C(C(CCC1)=O)CCC(C)C (3-Ethyl-2-(3-methylbutyl)-2-cyclohexenone). Isolated yield 80.1%. RXN SMILES: [CH3:1][CH:2]([CH3:17])[CH2:3][CH2:4][C:5]1[C:6](=O)[CH2:7][CH2:8][CH2:9][C:10]=1[O:11]CC(C)C.[CH2:18]([Li])[CH3:19]>CCOCC>[CH2:18]([C:6]1[CH2:7][CH2:8][CH2:9][C:10](=[O:11])[C:5]=1[CH2:4][CH2:3][CH:2]([CH3:1])[CH3:17])[CH3:19]. Procedure: A solution of isobutyl ether 8 (88.0 g, 370 mmol) in anhydrous ether (250 mL) was cooled to 0° C. in an ice bath and treated dropwise with ethyl lithium (650 mL). The resulting mixture was stirred at 0° C. for 2 hours and then at room temperature for 48 hours. The reaction mixture was slowly quenched with water (200 mL) and extracted with ether (2×200 mL). The combined organic layer was dried (Na2SO4) and concentrated under vacuum to provide 75 g of crude oil, which was purified by chromatograph... Starting materials: C(C1=CC=CC=C1)OCC=1C(=NC=CC1C(CC)=O)OC (1-(3-benzyloxymethyl-2-methoxy-pyridin-4-yl)-propan-1-one), [Li+].[OH-] (LiOH), OO (H2O2), C[Si](C)(C)[N-][Si](C)(C)C.[Li+] (lithium bis(trimethylsilyl)amide), TBF, C(C)(=O)N1C(O[C@H]([C@H]1C1=CC=CC=C1)C1=CC=CC=C1)=O ((4R,5S)-3-acetyl-4,5-diphenyl-oxazolidin-2-one). Run in C1CCOC1 (THF), C1CCOC1 (THF). Run at temperature -78 celsius, time 2 hour. Product: C(C1=CC=CC=C1)OCC=1C(=NC=CC1[C@](CC(=O)O)(CC)O)OC ((R)-3-(3-benzyloxymethyl-2-methoxy-pyridin-4-yl)-3-hydroxy-pentanoic acid). RXN SMILES: [C:1](N1[C@H](C2C=CC=CC=2)[C@H](C2C=CC=CC=2)OC1=O)(=O)[CH3:2].C[Si]([N-][Si](C)(C)C)(C)C.[Li+].[CH2:32]([O:39][CH2:40][C:41]1[C:42]([O:51][CH3:52])=[N:43][CH:44]=[CH:45][C:46]=1[C:47](=[O:50])[CH2:48][CH3:49])[C:33]1[CH:38]=[CH:37][CH:36]=[CH:35][CH:34]=1.[Li+].[OH-:54].[OH:55]O>C1COCC1>[CH2:32]([O:39][CH2:40][C:41]1[C:42]([O:51][CH3:52])=[N:43][CH:44]=[CH:45][C:46]=1[C@@:47]([OH:50])([CH2:1][CH3:2])[CH2:48][C:49]([OH:55])=[O:54])[C:33]1[CH:34]=[CH:35][CH:36]=[CH:37][CH:38]=1 |f:1.2,4.5|. Procedure details: 4.733 g (4R,5S)-3-acetyl-4,5-diphenyl-oxazolidin-2-one (16.82 mmol, 1.2 eq) as obtainable from Example 8, were dissolved in 19 mL THF at 65° C. The solution was subsequently cooled to −78° C. and 17.00 mL lithium bis(trimethylsilyl)amide solution in TBF (1.0 M, 16.82 mmol, 1.2 eq) were slowly added (addition time: 10 min). During the addition, the color changed from colorless to bright yellow. After 2 h at −78° C., the clear solution was cooled to −95° C. A solution of 4.000 g 1-(3-benzyloxymeth... Starting materials: C(C(C)C)N([C@@H](CCCCNC(=O)OCC1C2=CC=CC=C2C=2C=CC=CC12)C(=O)O)S(=O)(=O)C1=CC=C(C=C1)[N+](=O)[O-] (Nα-isobutyl-Nα-(4-nitrobenzenesulfonyl)-Nε-(9-fluorenylmethoxycarbonyl)-L-lysine), S1C(=CC=C1)S(=O)(=O)N[C@@H](CC1=CC=CC=C1)C(=O)O (Nα-(2-thiophenesulfonyl)-L-phenylalanine). Product: CC(C)CN([C@@H](CCCCNC(=O)[C@H](CC1=CC=CC=C1)NS(=O)(=O)C2=CC=CS2)C(=O)O)S(=O)(=O)C3=CC=C(C=C3)[N+](=O)[O-] (Nα-Isobutyl-Nα-(4-nitrobenzenesulfonyl)-Nε-[N′α-(2-thiophenesulfonyl)-L-phenylalanyl]-L-lysine), desired material. Yield: 54.0%. As a reaction SMILES: [CH2:1]([N:5]([S:32]([C:35]1[CH:40]=[CH:39][C:38]([N+:41]([O-:43])=[O:42])=[CH:37][CH:36]=1)(=[O:34])=[O:33])[C@H:6]([C:29]([OH:31])=[O:30])[CH2:7][CH2:8][CH2:9][CH2:10][NH:11][C:12](OCC1C2C=CC=CC=2C2C1=CC=CC=2)=[O:13])[CH:2]([CH3:4])[CH3:3].[S:44]1[CH:48]=[CH:47][CH:46]=[C:45]1[S:49]([NH:52][C@H:53](C(O)=O)[CH2:54][C:55]1[CH:60]=[CH:59][CH:58]=[CH:57][CH:56]=1)(=[O:51])=[O:50]>>[CH3:4][CH:2]([CH2:1][N:5]([S:32]([C:35]1[CH:40]=[CH:39][C:38]([N+:41]([O-:43])=[O:42])=[CH:37][CH:36]=1)(=[O:33])=[O:34])[C@H:6]([C:29]([OH:31])=[O:30])[CH2:7][CH2:8][CH2:9][CH2:10][NH:11][C:12]([C@@H:53]([NH:52][S:49]([C:45]1[S:44][CH:48]=[CH:47][CH:46]=1)(=[O:51])=[O:50])[CH2:54][C:55]1[CH:56]=[CH:57][CH:58]=[CH:59][CH:60]=1)=[O:13])[CH3:3]. Procedure: The title compound was prepared from solid phase bound Nα-isobutyl-Nα-(4-nitrobenzenesulfonyl)-Nε-(9-fluorenylmethoxycarbonyl)-L-lysine as described in general procedure Bb using Nα-(2-thiophenesulfonyl)-L-phenylalanine (300 mg, 1.2 mmol) which was prepared in step A of example 24. The final product was purified by preparative HPLC to yield 46 mg (54%) of the desired material. The reactants are BrC1=C2C(N3C(=NC2=CC=C1)C1=C(N=C3NC3=C(C=C(C=C3)N3CCN(CC3)C(C)C)OC)N(C=C1)S(=O)(=O)C1=CC=C(C=C1)C)=O (8-bromo-5-{[4-[4-(1-methylethyl)-1-piperazinyl]-2-(methyloxy)phenyl]amino}-3-[(4-methylphenyl)sulfonyl]pyrrolo[2′,3′:4,5]pyrimido[6,1-b]quinazolin-7(3H)-one), C([O-])([O-])=O.[K+].[K+] (potassium carbonate), CO (methanol). Yields the product BrC1=C(C(=O)OC)C(=CC=C1)NC=1C2=C(N=C(N1)NC1=C(C=C(C=C1)N1CCN(CC1)C(C)C)OC)N(C=C2)S(=O)(=O)C2=CC=C(C=C2)C (methyl 2-bromo-6-({2-{[4-[4-(1-methylethyl)-1-piperazinyl]-2-(methyloxy)phenyl]amino}-7-[(4-methylphenyl)sulfonyl]-7H-pyrrolo[2,3-d]pyrimidin-4-yl}amino)benzoate). Isolated yield 80.0%. As a reaction SMILES: [Br:1][C:2]1[CH:11]=[CH:10][CH:9]=[C:8]2[C:3]=1C(=O)[N:5]1[C:15]([NH:16][C:17]3[CH:22]=[CH:21][C:20]([N:23]4[CH2:28][CH2:27][N:26]([CH:29]([CH3:31])[CH3:30])[CH2:25][CH2:24]4)=[CH:19][C:18]=3[O:32][CH3:33])=[N:14][C:13]3[N:34]([S:37]([C:40]4[CH:45]=[CH:44][C:43]([CH3:46])=[CH:42][CH:41]=4)(=[O:39])=[O:38])[CH:35]=[CH:36][C:12]=3[C:6]1=[N:7]2.[C:48](=[O:51])([O-])[O-:49].[K+].[K+].[CH3:54]O>>[Br:1][C:2]1[CH:11]=[CH:10][CH:9]=[C:8]([NH:7][C:6]2[C:12]3[CH:36]=[CH:35][N:34]([S:37]([C:40]4[CH:45]=[CH:44][C:43]([CH3:46])=[CH:42][CH:41]=4)(=[O:39])=[O:38])[C:13]=3[N:14]=[C:15]([NH:16][C:17]3[CH:22]=[CH:21][C:20]([N:23]4[CH2:28][CH2:27][N:26]([CH:29]([CH3:31])[CH3:30])[CH2:25][CH2:24]4)=[CH:19][C:18]=3[O:32][CH3:33])[N:5]=2)[C:3]=1[C:48]([O:49][CH3:54])=[O:51] |f:1.2.3|. Reported procedure: A solution of 8-bromo-5-{[4-[4-(1-methylethyl)-1-piperazinyl]-2-(methyloxy)phenyl]amino}-3-[(4-methylphenyl)sulfonyl]pyrrolo[2′,3′:4,5]pyrimido[6,1-b]quinazolin-7(3H)-one (120 mg, 0.167 mmol), and potassium carbonate (69.4 mg, 0.502 mmol) in methanol (25 ml) was stirred at room temperature. The reaction was filtered to remove the base, organic layer was filtered through a cotton plug, concentrated by rotary evaporation, adsorbed onto silica gel, and purified by silica gel chromatography (DCM to ... Starting materials: CC1=NOC(=C1)CCC(C)C (3-Methyl-5-(3-methylbutyl)isoxazole), [H][H] (hydrogen). Reagents/catalysts: [Pt](=O)=O (platinum (IV) oxide). Solvent: C(C)O (ethanol). The product is NC(C)=CC(CCC(C)C)=O (2-Amino-7-methyloct-2-en-4-one). As a reaction SMILES: [CH3:1][C:2]1[CH:6]=[C:5]([CH2:7][CH2:8][CH:9]([CH3:11])[CH3:10])[O:4][N:3]=1.[H][H]>[Pt](=O)=O.C(O)C>[NH2:3][C:2](=[CH:6][C:5](=[O:4])[CH2:7][CH2:8][CH:9]([CH3:10])[CH3:11])[CH3:1]. Procedure details: 3-Methyl-5-(3-methylbutyl)isoxazole (3.90 g, 25.5 mmol) [synthesis analogous to C. Kashima et al., Bull. Chem. Soc. Jpn. 46, 310-313 (1973)] is introduced into 80 ml of ethanol, platinum (IV) oxide catalyst (390 mg, 1.72 mmol) is added, and the mixture is then hydrogenated under atmospheric pressure hydrogen for 2 h (slightly exothermic reaction). The catalyst is filtered off, the filtrate is concentrated, and the residue is purified by chromatography on a Biotage 40M cartridge (mobile phase: is... Reaction SMILES: CO[C:3](=[O:18])[C:4]1[C:5](=[CH:9][C:10]([N+:15]([O-:17])=[O:16])=[C:11]([NH2:14])[C:12]=1[CH3:13])[C:6]([OH:8])=O.CCN=C=NCCCN(C)C.Cl.C1C=CC2N(O)N=NC=2C=1.Cl.Cl.[NH2:43][CH:44]1[CH2:49][CH2:48][N:47]([CH3:50])[CH2:46][CH2:45]1>CCN(CC)CC>[NH2:14][C:11]1[C:12]([CH3:13])=[C:4]2[C:5](=[CH:9][C:10]=1[N+:15]([O-:17])=[O:16])[C:6](=[O:8])[N:43]([CH:44]1[CH2:49][CH2:48][N:47]([CH3:50])[CH2:46][CH2:45]1)[C:3]2=[O:18] |f:1.2,4.5.6|. Starting materials: Cl.Cl.NC1CCN(CC1)C (4-Amino-1-methylpiperidine dihydrochloride), COC(C=1C(C(=O)O)=CC(=C(C1C)N)[N+](=O)[O-])=O (4-Amino-3-methyl-5-nitro-phthalic acid 2-methyl ester), CCN=C=NCCCN(C)C.Cl (EDCI.HCl), C=1C=CC2=C(C1)N=NN2O (HOBt). Reaction conditions: time 10 minute. Yields the product NC=1C(=C2C(N(C(C2=CC1[N+](=O)[O-])=O)C1CCN(CC1)C)=O)C (5-Amino-4-methyl-2-(1-methyl-piperidin-4-yl)-6-nitro-isoindole-1,3-dione). Run in CCN(CC)CC (Et3N). Isolated yield 104.3%. Procedure: To a solution of 4-Amino-3-methyl-5-nitro-phthalic acid 2-methyl ester (1.3 g, 5.12 mmol), EDCI.HCl (1.07 g, 5.63 mmol) and HOBt (0.69 g, 5.12 mmol) was added Et3N (3.64 mL, 25.6 mL) and stirred at room temperature for 10 min. 4-Amino-1-methylpiperidine dihydrochloride (1.04 g, 5.63 mmol) was added and the resulting mixture was stirred at room temperature for 24 h. The reaction mixture was evaporated in vacuo, the residue was dissolved in CHCl3 (200 mL), washed with water (2×100 mL). The organic...